This data is from the Open Reaction Database (ORD), a public repository of structured organic reaction records. The task is: describe an organic reaction: reactants, conditions, products, and yield The reactants are CC(=O)Nc1nc(-c2ccc(COC(C)=O)cc2)c(-c2ccc(S(C)(=O)=O)cc2)s1, O=C([O-])[O-]. The product is CC(=O)Nc1nc(-c2ccc(CO)cc2)c(-c2ccc(S(C)(=O)=O)cc2)s1. As a reaction SMILES: [C:1](=[O:2])([CH3:3])[O:4][CH2:5][c:6]1[cH:7][cH:8][c:9](-[c:12]2[n:13][c:14]([NH:27][C:28]([CH3:29])=[O:30])[s:15][c:16]2-[c:17]2[cH:18][cH:19][c:20]([S:23](=[O:24])(=[O:25])[CH3:26])[cH:21][cH:22]2)[cH:10][cH:11]1.[O-:31][C:32](=[O:33])[O-:34]>>[OH:4][CH2:5][c:6]1[cH:7][cH:8][c:9](-[c:12]2[n:13][c:14]([NH:27][C:28]([CH3:29])=[O:30])[s:15][c:16]2-[c:17]2[cH:18][cH:19][c:20]([S:23](=[O:24])(=[O:25])[CH3:26])[cH:21][cH:22]2)[cH:10][cH:11]1. The reactants are ClC1=CC=C(CC2=NN(C(C3=CC=CC=C23)=O)C2CCNCCC2)C=C1 (4-(4-chlorobenzyl)-2-(hexahydroazepin-4-yl)-1-(2H)-phthalazinone), Br (HBr), C(=O)([O-])[O-].[K+].[K+] (K2CO3), COCCCl (2-chloroethyl methyl ether). Run in CC(=O)N(C)C (dimethylacetamide). Yields the product ClC1=CC=C(CC2=NN(C(C3=CC=CC=C23)=O)C2CCN(CCC2)C(C)OC)C=C1 (4-(4-Chlorobenzyl)-2-(hexahydro-1-methoxyethyl-azepin-4-yl)-1-(2H)-phthalazinone). Reaction SMILES: [Cl:1][C:2]1[CH:26]=[CH:25][C:5]([CH2:6][C:7]2[C:16]3[C:11](=[CH:12][CH:13]=[CH:14][CH:15]=3)[C:10](=[O:17])[N:9]([CH:18]3[CH2:24][CH2:23][CH2:22][NH:21][CH2:20][CH2:19]3)[N:8]=2)=[CH:4][CH:3]=1.Br.C([O-])([O-])=O.[K+].[K+].[CH3:34][O:35][CH2:36][CH2:37]Cl>CC(N(C)C)=O>[Cl:1][C:2]1[CH:3]=[CH:4][C:5]([CH2:6][C:7]2[C:16]3[C:11](=[CH:12][CH:13]=[CH:14][CH:15]=3)[C:10](=[O:17])[N:9]([CH:18]3[CH2:24][CH2:23][CH2:22][N:21]([CH:36]([O:35][CH3:34])[CH3:37])[CH2:20][CH2:19]3)[N:8]=2)=[CH:25][CH:26]=1 |f:2.3.4|. Reported procedure: 6 grams (0.013 mole) of 4-(4-chlorobenzyl)-2-(hexahydroazepin-4-yl)-1-(2H)-phthalazinone× HBr were stirred together with 3.6 grams (0.026 mole) of K2CO3, 7.4 grams (0.078 mole=7.1 ml) of 2-chloroethyl methyl ether and 30 ml of dimethylacetamide for 21/2 hours at an oil bath temperature of 120° C. Subsequently the mixture was cooled to room temperature and filtered off with suction from the insolubles. The solution was concentrated in a vacuum and the brownish oil obtained chromatographed by mean... Reactants: COP(=O)(CC(=O)OC(C)(C)C)OC, [Li]CCCC, CCN1C(=O)CC(C)(C)c2cc(C)c(-c3cc(C=O)ccc3OCC(F)(F)F)cc21, C1CCOC1, C1CCOC1, CN1CCCN(C)C1=O. The product is CCN1C(=O)CC(C)(C)c2cc(C)c(-c3cc(C=CC(=O)OC(C)(C)C)ccc3OCC(F)(F)F)cc21. As a reaction SMILES: [C:1]([CH3:2])([CH3:3])([CH3:4])[O:5][C:6](=[O:7])[CH2:8][P:9](=[O:10])([O:11][CH3:12])[O:13][CH3:14].[CH2:15]([Li:16])[CH2:17][CH2:18][CH3:19].[CH2:20]([CH3:21])[N:22]1[C:23](=[O:49])[CH2:24][C:25]([CH3:47])([CH3:48])[c:26]2[cH:27][c:28]([CH3:46])[c:29](-[c:32]3[cH:33][c:34]([CH:35]=[O:36])[cH:37][cH:38][c:39]3[O:40][CH2:41][C:42]([F:43])([F:44])[F:45])[cH:30][c:31]21.[CH2:50]1[O:51][CH2:52][CH2:53][CH2:54]1.[CH2:64]1[O:65][CH2:66][CH2:67][CH2:68]1.[CH3:55][N:56]1[CH2:57][CH2:58][CH2:59][N:60]([CH3:61])[C:62]1=[O:63]>>[C:1]([CH3:2])([CH3:3])([CH3:4])[O:5][C:6](=[O:7])[CH:8]=[CH:35][c:34]1[cH:33][c:32](-[c:29]2[c:28]([CH3:46])[cH:27][c:26]3[c:31]([cH:30]2)[N:22]([CH2:20][CH3:21])[C:23](=[O:49])[CH2:24][C:25]3([CH3:47])[CH3:48])[c:39]([O:40][CH2:41][C:42]([F:43])([F:44])[F:45])[cH:38][cH:37]1. Starting materials: ClC1=NC=C(C=C1)CCl (2-chloro-5-chloromethylpyridine), [H-].[Na+] (sodium hydride), ClC1=C(C=CC(=C1)OC1=CC(=CC=C1)Br)O (2-chloro-4-(3-bromophenoxy)phenol), ice water. The solvent is CN(C=O)C (N,N-dimethylformamide), CN(C=O)C (N,N-dimethylformamide), CN(C=O)C (N,N-dimethylformamide). Run at time 30 minute. Yields the product ClC1=NC=C(C=C1)COC1=C(C=C(C=C1)OC1=CC(=CC=C1)Br)Cl (2-chloro-5-[4-(3-bromophenoxy)-2-chlorophenoxy]methylpyridine). RXN SMILES: [H-].[Na+].[Cl:3][C:4]1[CH:9]=[C:8]([O:10][C:11]2[CH:16]=[CH:15][CH:14]=[C:13]([Br:17])[CH:12]=2)[CH:7]=[CH:6][C:5]=1[OH:18].[Cl:19][C:20]1[CH:25]=[CH:24][C:23]([CH2:26]Cl)=[CH:22][N:21]=1>CN(C)C=O>[Cl:19][C:20]1[CH:25]=[CH:24][C:23]([CH2:26][O:18][C:5]2[CH:6]=[CH:7][C:8]([O:10][C:11]3[CH:16]=[CH:15][CH:14]=[C:13]([Br:17])[CH:12]=3)=[CH:9][C:4]=2[Cl:3])=[CH:22][N:21]=1 |f:0.1|. Reported procedure: To a solution of 0.07 g of sodium hydride (60% oil dispersion) in 10 ml of N,N-dimethylformamide, there is added dropwise a solution of 0.50 g of 2-chloro-4-(3-bromophenoxy)phenol in 3 ml of N,N-dimethylformamide with stirring and ice-cooling. After 30 minutes, a solution of 0.27 g of 2-chloro-5-chloromethylpyridine in 5 ml of N,N-dimethylformamide is added thereto at room tempearture, followed by stirrring at the same temperature for 10 hours. The reaction mixture is poured into ice-water and e... Starting materials: FC(C(=O)O)(F)F (trifluoroacetic acid), C1C(CC2=CC=CC=C12)NC=1N=CC2=C(N1)CCN(C2)C(CCCCC2=CN=CN2C(=O)OC(C)(C)C)=O (tert-butyl 5-[5-[2-(indan-2-ylamino)-7,8-dihydro-5H-pyrido[4,3-d]pyrimidin-6-yl]-5-oxo-pentyl]imidazole-1-carboxylate). The solvent is ClCCl (dichloromethane). Product: C1C(CC2=CC=CC=C12)NC=1N=CC2=C(N1)CCN(C2)C(CCCCC=2N=CNC2)=O (1-[2-(2,3-dihydro-1H-inden-2-ylamino)-7,8-dihydropyrido[4,3-d]pyrimidin-6(5H)-yl]-5-(1H-imidazol-4-yl)pentan-1-one). Yield: 82.8%. RXN SMILES: FC(F)(F)C(O)=O.[CH2:8]1[C:16]2[C:11](=[CH:12][CH:13]=[CH:14][CH:15]=2)[CH2:10][CH:9]1[NH:17][C:18]1[N:19]=[CH:20][C:21]2[CH2:27][N:26]([C:28](=[O:45])[CH2:29][CH2:30][CH2:31][CH2:32][C:33]3[N:37](C(OC(C)(C)C)=O)[CH:36]=[N:35][CH:34]=3)[CH2:25][CH2:24][C:22]=2[N:23]=1>ClCCl>[CH2:8]1[C:16]2[C:11](=[CH:12][CH:13]=[CH:14][CH:15]=2)[CH2:10][CH:9]1[NH:17][C:18]1[N:19]=[CH:20][C:21]2[CH2:27][N:26]([C:28](=[O:45])[CH2:29][CH2:30][CH2:31][CH2:32][C:33]3[N:37]=[CH:36][NH:35][CH:34]=3)[CH2:25][CH2:24][C:22]=2[N:23]=1. Procedure: Add trifluoroacetic acid (1.5 mL) to a solution of tert-butyl 5-[5-[2-(indan-2-ylamino)-7,8-dihydro-5H-pyrido[4,3-d]pyrimidin-6-yl]-5-oxo-pentyl]imidazole-1-carboxylate (0.030 g; 0.058 mmoles) in dichloromethane (8 mL). Stir the reaction at room temperature for 2 hr. Concentrate the mixture and add saturated sodium bicarbonate (10 mL) and water (20 mL), then extract with dichloromethane (3×20 mL). Wash the combined organic extracts with brine, dry over sodium sulfate, filter, and concentrate. Pu... Run at time 18 hour. The reactants are CC1CCN(CC1)CC=C1C=2C=NN(C2CCC1)C1=CC=CC=C1 (4,5,6,7-tetrahydro-4-(2-(4-methylpiperidin-1-yl)ethylidene)-1-phenyl-1H-indazole). Isolated yield 39.6%. RXN SMILES: [CH3:1][CH:2]1[CH2:7][CH2:6][N:5]([CH2:8][CH:9]=[C:10]2[CH2:18][CH2:17][CH2:16][C:15]3[N:14]([C:19]4[CH:24]=[CH:23][CH:22]=[CH:21][CH:20]=4)[N:13]=[CH:12][C:11]2=3)[CH2:4][CH2:3]1>CCO.[Pd]>[CH3:1][CH:2]1[CH2:7][CH2:6][N:5]([CH2:8][CH2:9][CH:10]2[CH2:18][CH2:17][CH2:16][C:15]3[N:14]([C:19]4[CH:20]=[CH:21][CH:22]=[CH:23][CH:24]=4)[N:13]=[CH:12][C:11]2=3)[CH2:4][CH2:3]1. The solvent is CCO (EtOH). Reagents/catalysts: [Pd] (Pd-C). Procedure: Pd-C (100 mg, 20%) is added to a solution of a mixture of E/Z isomers of 4,5,6,7-tetrahydro-4-(2-(4-methylpiperidin-1-yl)ethylidene)-1-phenyl-1H-indazole (324 mg, 1.01 mmol) in 75 mL of EtOH, and the resulting solution is stirred in a nitrogen atmosphere (45 psi) in a Parr hydrogenator for 18 hours. The reaction mixture is purged with nitrogen, filtered through Celite and the solvent is evaporated under reduced pressure. The resulting crude product is purified by means of silica gel chromatograp... Product: CC1CCN(CC1)CCC1C=2C=NN(C2CCC1)C1=CC=CC=C1 (4,5,6,7-tetrahydro-4-(2-(4-methylpiperidin-1-yl)ethyl)-1-phenyl-1H-indazole). The reactants are CC#N, C(=NC1CCCCC1)=NC1CCCCC1, Cc1c(NC(=O)N2CCC(O)C2C(=O)O)ccc(C#N)c1Cl, O=[N+]([O-])c1ccc(O)cc1. The product is Cc1c(N2C(=O)C3C(O)CCN3C2=O)ccc(C#N)c1Cl. Reaction SMILES: [CH3:48][C:49]#[N:50].[CH:23]1([N:24]=[C:25]=[N:26][CH:27]2[CH2:28][CH2:29][CH2:30][CH2:31][CH2:32]2)[CH2:33][CH2:34][CH2:35][CH2:36][CH2:37]1.[Cl:1][c:2]1[c:3]([CH3:22])[c:4]([NH:10][C:11](=[O:12])[N:13]2[CH:14]([C:19](=[O:20])[OH:21])[CH:15]([OH:18])[CH2:16][CH2:17]2)[cH:5][cH:6][c:7]1[C:8]#[N:9].[N+:38]([c:39]1[cH:40][cH:41][c:42]([OH:43])[cH:44][cH:45]1)([O-:46])=[O:47]>>[Cl:1][c:2]1[c:3]([CH3:22])[c:4]([N:10]2[C:11](=[O:12])[N:13]3[CH:14]([CH:15]([OH:18])[CH2:16][CH2:17]3)[C:19]2=[O:20])[cH:5][cH:6][c:7]1[C:8]#[N:9]. Starting materials: Brc1cccc(-c2cnc3nnc(C4(c5ccc6ncccc6c5)CC4)n3n2)c1, O=C([O-])[O-], C1COCCO1, CNC1CCCCC1NC, [Cs+], [Cs+], [Cu]I, [I-], [Na+], c1c[nH]cn1. Product: c1cc(-c2cnc3nnc(C4(c5ccc6ncccc6c5)CC4)n3n2)cc(-n2ccnc2)c1. Reaction SMILES: [Br:1][c:2]1[cH:3][c:4](-[c:8]2[cH:9][n:10][c:11]3[n:12]([n:13]2)[c:14]([C:17]2([c:20]4[cH:21][c:22]5[cH:23][cH:24][cH:25][n:26][c:27]5[cH:28][cH:29]4)[CH2:18][CH2:19]2)[n:15][n:16]3)[cH:5][cH:6][cH:7]1.[C:47](=[O:48])([O-:49])[O-:50].[CH2:53]1[O:54][CH2:55][CH2:56][O:57][CH2:58]1.[CH3:37][NH:38][CH:39]1[CH2:40][CH2:41][CH2:42][CH2:43][CH:44]1[NH:45][CH3:46].[Cs+:51].[Cs+:52].[Cu:59][I:60].[I-:36].[Na+:35].[nH:30]1[cH:31][n:32][cH:33][cH:34]1>>[c:2]1(-[n:30]2[cH:31][n:32][cH:33][cH:34]2)[cH:3][c:4](-[c:8]2[cH:9][n:10][c:11]3[n:12]([n:13]2)[c:14]([C:17]2([c:20]4[cH:21][c:22]5[cH:23][cH:24][cH:25][n:26][c:27]5[cH:28][cH:29]4)[CH2:18][CH2:19]2)[n:15][n:16]3)[cH:5][cH:6][cH:7]1. The reactants are O=S(=O)(F)C(F)(F)C(F)(F)C(F)(F)C(F)(F)F, OCC(F)(F)C(F)C(F)(F)F, [K+], [OH-], O. The product is O=S(=O)(OCC(F)(F)C(F)C(F)(F)F)C(F)(F)C(F)(F)C(F)(F)C(F)(F)F. Reaction SMILES: [F:12][C:13]([C:14]([C:15]([C:16]([F:17])([F:18])[F:19])([F:20])[F:21])([F:22])[F:23])([S:24](=[O:25])(=[O:26])[F:27])[F:28].[F:1][C:2]([CH2:3][OH:4])([CH:5]([C:6]([F:7])([F:8])[F:9])[F:10])[F:11].[K+:30].[OH-:29].[OH2:31]>>[F:1][C:2]([CH2:3][O:4][S:24]([C:13]([F:12])([C:14]([C:15]([C:16]([F:17])([F:18])[F:19])([F:20])[F:21])([F:22])[F:23])[F:28])(=[O:25])=[O:26])([CH:5]([C:6]([F:7])([F:8])[F:9])[F:10])[F:11].